This data is from the Open Reaction Database (ORD), a public repository of structured organic reaction records. The task is: describe an organic reaction: reactants, conditions, products, and yield Product: CCSc1c(Cl)cc2c([nH]c3cnccc32)c1N. Reaction SMILES: [CH3:23][CH2:24][OH:25].[CH3:26][CH2:27][O:28][C:29](=[O:30])[CH3:31].[Cl-:21].[Cl:1][c:2]1[cH:3][c:4]2[c:5]3[cH:6][cH:7][n:8][cH:9][c:10]3[nH:11][c:12]2[c:13]([N+:18]([O-:19])=[O:20])[c:14]1[S:15][CH2:16][CH3:17].[Fe:32].[NH4+:22]>>[Cl:1][c:2]1[cH:3][c:4]2[c:5]3[cH:6][cH:7][n:8][cH:9][c:10]3[nH:11][c:12]2[c:13]([NH2:18])[c:14]1[S:15][CH2:16][CH3:17]. Starting materials: CCO, CCOC(C)=O, [Cl-], CCSc1c(Cl)cc2c([nH]c3cnccc32)c1[N+](=O)[O-], [Fe], [NH4+]. Starting materials: OCCC1(Cc2ccccc2)CCN(Cc2ccccc2)C1, CO. The product is OCCC1(Cc2ccccc2)CCNC1. RXN SMILES: [CH2:1]([c:2]1[cH:3][cH:4][cH:5][cH:6][cH:7]1)[N:8]1[CH2:9][C:10]([CH2:13][CH2:14][OH:15])([CH2:16][c:17]2[cH:18][cH:19][cH:20][cH:21][cH:22]2)[CH2:11][CH2:12]1.[CH3:23][OH:24]>>[NH:8]1[CH2:9][C:10]([CH2:13][CH2:14][OH:15])([CH2:16][c:17]2[cH:18][cH:19][cH:20][cH:21][cH:22]2)[CH2:11][CH2:12]1. Reactants: COC(=O)c1cc(C#N)cc([N+](=O)[O-])c1O, CO, C1CCOC1. The product is COC(=O)c1cc(C#N)cc(N)c1O. RXN SMILES: [C:1](#[N:2])[c:3]1[cH:4][c:5]([N+:14]([O-:15])=[O:16])[c:6]([OH:13])[c:7]([C:8](=[O:9])[O:10][CH3:11])[cH:12]1.[CH3:17][OH:18].[O:19]1[CH2:20][CH2:21][CH2:22][CH2:23]1>>[C:1](#[N:2])[c:3]1[cH:4][c:5]([NH2:14])[c:6]([OH:13])[c:7]([C:8](=[O:9])[O:10][CH3:11])[cH:12]1. Reactants: Br, Br[Cu]Br, Nc1cc(Cl)ccc1C(=O)O, [Na+], O=[N+]([O-])[O-], O. The product is O=C(O)c1ccc(Cl)cc1Br. As a reaction SMILES: [BrH:17].[Cu:19]([Br:20])[Br:21].[NH2:6][c:7]1[c:8]([C:9](=[O:10])[OH:11])[cH:12][cH:13][c:14]([Cl:16])[cH:15]1.[Na+:1].[O-:2][N+:3](=[O:4])[O-:5].[OH2:18]>>[c:7]1([Br:17])[c:8]([C:9](=[O:10])[OH:11])[cH:12][cH:13][c:14]([Cl:16])[cH:15]1. Reported procedure: 5.8 g of 2,3-difluoro-6-nitrophenol, 5.0 g of monochloroacetone, 8.0 g of potassium carbonate and 0.8 g of potassium iodide were added to 100 ml of acetone and the mixture was refluxed for 4 hours. After the removal of insoluble material by filtration, the solvent was evaporated and the residue was distributed between chloroform and water. The chloroform layer was washed with water and was dried, then the solvent was evaporated. The residue was treated with n-hexane to provide 5.0 g of 2-acetony... The reactants are FC1=C(C(=CC=C1F)[N+](=O)[O-])O (2,3-difluoro-6-nitrophenol), ClCC(C)=O (monochloroacetone), C([O-])([O-])=O.[K+].[K+] (potassium carbonate), [I-].[K+] (potassium iodide). Reaction SMILES: [F:1][C:2]1[C:7]([F:8])=[CH:6][CH:5]=[C:4]([N+:9]([O-:11])=[O:10])[C:3]=1[OH:12].Cl[CH2:14][C:15](=[O:17])[CH3:16].C(=O)([O-])[O-].[K+].[K+].[I-].[K+]>CC(C)=O>[CH2:14]([O:12][C:3]1[C:2]([F:1])=[C:7]([F:8])[CH:6]=[CH:5][C:4]=1[N+:9]([O-:11])=[O:10])[C:15]([CH3:16])=[O:17] |f:2.3.4,5.6|. Isolated yield 65.3%. Product: C(C(=O)C)OC1=C(C=CC(=C1F)F)[N+](=O)[O-] (2-acetonyloxy-3,4-difluoronitrobenzene). Solvent: CC(=O)C (acetone). The reactants are [N+](=O)([O-])C1=C(C(=O)O)C=CC(=C1)OC (2-nitro-4-methoxybenzoic acid), [H][H] (hydrogen). The reagents and catalysts are [Pd] (palladium on strontium carbonate). Run in [OH-].[NH4+] (ammonium hydroxide). Product: COC=1C=C(C(C(=O)O)=CC1)N (4-methoxyanthranilic acid). The yield is 86.2%. RXN SMILES: [N+:1]([C:4]1[CH:12]=[C:11]([O:13][CH3:14])[CH:10]=[CH:9][C:5]=1[C:6]([OH:8])=[O:7])([O-])=O.[H][H]>[Pd].[OH-].[NH4+]>[CH3:14][O:13][C:11]1[CH:12]=[C:4]([NH2:1])[C:5](=[CH:9][CH:10]=1)[C:6]([OH:8])=[O:7] |f:3.4|. Procedure: A mixture of 2-nitro-4-methoxybenzoic acid (21.9 g, 0.111 mol), 2N ammonium hydroxide (250 ml) and 5% palladium on strontium carbonate (2.5 g) was shaken under 45 psi of hydrogen pressure for 3-4 hours. The reaction mixture was filtered, and the filtrate was acidified with acetic acid. A solid formed which was collected by filtration, washed with water and dried to afford 16 g of 4-methoxyanthranilic acid, m.p. 194°-195° C. The reactants are CC=1OC(=C(C1C)C)C (2,3,4,5-Tetramethylfuran), CC(C)=O (2-Propanone), PbO2. The product is CC(C(C)=O)C(C(C)=O)C (3,4-dimethylhexane-2,5-dione). Yield: 42.5%. RXN SMILES: [CH3:1][C:2]1[O:3][C:4]([CH3:9])=[C:5]([CH3:8])[C:6]=1[CH3:7].CC(=[O:13])C>>[CH3:7][CH:6]([CH:5]([CH3:8])[C:4](=[O:3])[CH3:9])[C:2](=[O:13])[CH3:1]. Procedure: Compound 219A was made in accordance with the procedures described in Hancock et al. J. Org. Chem. 42,1850–1856 (1977) & Amarnath et al. J. Org. Chem., 60, 301–307 (1995). 2-Propanone (100 mL, 1.1 mol) was refluxed over PbO2 (26.7 g, 0.112 mol) for 28 h. After cooling to rt, the reaction mixture was filtered and the residue was washed with acetone. The filtrate was concentrated under reduced pressure to remove the acetone and then distilled at 20 Torr. The fraction that came over between 100–120... Reactants: ClCCC(C)(O)C1=C(C=CC=C1)C1=CC=CC=C1 (1-chloro-3-p-biphenylyl-butan-3-ol), C1(C=2C(C(N1)=O)=CC=CC2)=O.[K] (potassium phthalimide). The solvent is CN(C)C=O (DMF). Product: C1(C=2C(C(N1CCC(C)(O)C1=C(C=CC=C1)C1=CC=CC=C1)=O)=CC=CC2)=O (1-phthalimido-3-p-biphenylyl-butan-3-ol). RXN SMILES: Cl[CH2:2][CH2:3][C:4]([C:7]1[CH:12]=[CH:11][CH:10]=[CH:9][C:8]=1[C:13]1[CH:18]=[CH:17][CH:16]=[CH:15][CH:14]=1)([OH:6])[CH3:5].[C:19]1(=[O:29])[NH:23][C:22](=[O:24])[C:21]2=[CH:25][CH:26]=[CH:27][CH:28]=[C:20]12.[K]>CN(C=O)C>[C:19]1(=[O:29])[N:23]([CH2:2][CH2:3][C:4]([C:7]2[CH:12]=[CH:11][CH:10]=[CH:9][C:8]=2[C:13]2[CH:18]=[CH:17][CH:16]=[CH:15][CH:14]=2)([OH:6])[CH3:5])[C:22](=[O:24])[C:21]2=[CH:25][CH:26]=[CH:27][CH:28]=[C:20]12 |f:1.2,^1:29|. Reported procedure: A mixture of 2.6 g of 1-chloro-3-p-biphenylyl-butan-3-ol, 2.04 g of potassium phthalimide and 40 ml of DMF is heated at 110° for 1.5 hours. After cooling, the mixture is worked up in the customary manner to give 1-phthalimido-3-p-biphenylyl-butan-3-ol, m.p. 153°-155°. Reactants: FC(C(=O)NNC1=NC2=CC=CC=C2C=C1)(F)F (2-(2-(trifluoroacetyl)hydrazino)quinoline). Solvent: C1(=CC=CC=C1)O (phenol). Product: FC(C1=NN=C2N1C1=CC=CC=C1C=C2)(F)F (1-trifluoromethyl-s-triazolo(4,3-a)quinoline). RXN SMILES: [F:1][C:2]([F:18])([F:17])[C:3]([NH:5][NH:6][C:7]1[CH:16]=[CH:15][C:14]2[C:9](=[CH:10][CH:11]=[CH:12][CH:13]=2)[N:8]=1)=O>C1(O)C=CC=CC=1>[F:1][C:2]([F:18])([F:17])[C:3]1[N:8]2[C:9]3[C:14]([CH:15]=[CH:16][C:7]2=[N:6][N:5]=1)=[CH:13][CH:12]=[CH:11][CH:10]=3. Reported procedure: 2-Hydrazinoquinoline (25.0 grams), 50 milliliters of trifluoroacetic acid, and 250 milliliters of xylene were combined in a 500-milliliter three-necked flask equipped with a condenser. The reaction mixture was refluxed overnight. In the morning it was allowed to cool and the solvent was stripped off, yielding 10 grams of a compound determined to be 2-(2-(trifluoroacetyl)hydrazino)quinoline. It was placed in 40 milliliters of phenol and refluxed for 20 hours. The reaction mixture was then steam d...